From a dataset of the Open Reaction Database (ORD), a public repository of structured organic reaction records. describe an organic reaction: reactants, conditions, products, and yield Starting materials: N([C@@H](CCCNC(N[N+](=O)[O-])=N)C(=O)O)C(=O)OC(C)(C)C (BOC-Arg(NO2)), Cl.CC(=O)O (HCl AcOH), CO (MeOH). The solvent is CCOCC (ether). Yields the product N[C@@H](CCCNC(N[N+](=O)[O-])=N)C(=O)O (H-Arg(NO2)). RXN SMILES: [NH:1](C(OC(C)(C)C)=O)[C@H:2]([C:13]([OH:15])=[O:14])[CH2:3][CH2:4][CH2:5][NH:6][C:7](=[NH:12])[NH:8][N+:9]([O-:11])=[O:10].Cl.CC(O)=O.CO>CCOCC>[NH2:1][C@H:2]([C:13]([OH:15])=[O:14])[CH2:3][CH2:4][CH2:5][NH:6][C:7](=[NH:12])[NH:8][N+:9]([O-:11])=[O:10] |f:1.2|. Reported procedure: BOC-Arg(NO2)-CHA, 45.4 g (0.1 mole), was dissolved in 300 ml (0.6 mole) of 2N HCl/AcOH and a small amount of MeOH. The solution was reacted at room temperature for 2 hours. After completion of the reaction, 300 ml of dry ether was added to the reaction mixture to crystallize, whereby 34.9 g (89.4%) of HCl.H-Arg(NO2)-CHA was obtained.